This data is from the Open Reaction Database (ORD), a public repository of structured organic reaction records. The task is: describe an organic reaction: reactants, conditions, products, and yield Starting materials: COC(=O)C1(OC1)C(CCCCOC1=CC=C(C=C1)Cl)F (2-[5-(4-chlorophenoxy)-1-fluoropentyl]-2-oxiranecarboxylic acid methyl ester), [OH-].[Na+] (sodium hydroxide). Solvent: C(C)O (ethanol), O (water). Conditions: time 2 hour. The product is [Na+].ClC1=CC=C(OCCCCC(F)C2(OC2)C(=O)[O-])C=C1 (2-[5-(4-Chlorophenoxy)-1-fluoropentyl]-2-oxiranecarboxylic acid sodium salt). Yield: 86.6%. RXN SMILES: C[O:2][C:3]([C:5]1([CH:8]([F:21])[CH2:9][CH2:10][CH2:11][CH2:12][O:13][C:14]2[CH:19]=[CH:18][C:17]([Cl:20])=[CH:16][CH:15]=2)[CH2:7][O:6]1)=[O:4].[OH-].[Na+:23]>C(O)C.O>[Na+:23].[Cl:20][C:17]1[CH:16]=[CH:15][C:14]([O:13][CH2:12][CH2:11][CH2:10][CH2:9][CH:8]([C:5]2([C:3]([O-:4])=[O:2])[CH2:7][O:6]2)[F:21])=[CH:19][CH:18]=1 |f:1.2,5.6|. Reported procedure: A solution of 2-[5-(4-chlorophenoxy)-1-fluoropentyl]-2-oxiranecarboxylic acid methyl ester (2.53 g, 8 mmol) of Example 2 in 25 ml of absolute ethanol is treated with a solution of 320 mg (8 mmol) of sodium hydroxide in 12 ml of water. The mixture is maintained with stirring at room temperature for 2 hours and then is rotoevaporated. The obtained solid is triturated three times with ethyl ether, the solvent is removed by rotoevaporation and the solid is dried at high vacuum over phosphorus pentox... Reactants: ClC1=C(C(=O)NC2=C(C=NC=C2F)F)C(=CC=C1)[N+](=O)[O-] (2-chloro-N-(3,5-difluoropyridin-4-yl)-6-nitrobenzamide), S(=O)(Cl)Cl (thionyl chloride). Yields the product ClC1=C(C(=NC2=C(C=NC=C2F)F)Cl)C(=CC=C1)[N+](=O)[O-] (2-Chloro-N-(3,5-difluoropyridin-4-yl)-6-nitrobenzimidoyl chloride). RXN SMILES: [Cl:1][C:2]1[CH:18]=[CH:17][CH:16]=[C:15]([N+:19]([O-:21])=[O:20])[C:3]=1[C:4]([NH:6][C:7]1[C:12]([F:13])=[CH:11][N:10]=[CH:9][C:8]=1[F:14])=O.S(Cl)([Cl:24])=O>>[Cl:1][C:2]1[CH:18]=[CH:17][CH:16]=[C:15]([N+:19]([O-:21])=[O:20])[C:3]=1[C:4]([Cl:24])=[N:6][C:7]1[C:12]([F:13])=[CH:11][N:10]=[CH:9][C:8]=1[F:14]. Procedure details: A mixture of 2-chloro-N-(3,5-difluoropyridin-4-yl)-6-nitrobenzamide (5.25 g, 16.7 mmol) in thionyl chloride (40 mL) was heated under reflux for 18 hours under a nitrogen atmosphere. After cooling to room temperature, the volatiles were removed under reduced pressure and the resultant residue was azeotroped with toluene (×3) to afford the title compound as a yellow/brown solid (5.5 g, quantitative). LCMS (Method D): RT=3.77 min, m/z: 332 [M+H+]. The reactants are BrC1=CC=C(C=C1)CCC(=O)N(NC(C1=CC=CC=C1)=O)C(C)C (benzoic acid N′-[3-(4-bromo-phenyl)-propionyl]-N′-isopropyl-hydrazide), C(=O)([O-])[O-].[Na+].[Na+] (Na2CO3), C1(=CC=CC=C1)B(O)O (phenylboronic acid), Pd[PPh3]4. Solvent: COCCOC (DME). Product: C1(=CC=C(C=C1)CCC(=O)N(NC(C1=CC=CC=C1)=O)C(C)C)C1=CC=CC=C1 (Benzoic acid N′-[3-biphenyl-4-yl-propionyl]-N′-isopropyl-hydrazide). The yield is 55.7%. As a reaction SMILES: Br[C:2]1[CH:7]=[CH:6][C:5]([CH2:8][CH2:9][C:10]([N:12]([CH:22]([CH3:24])[CH3:23])[NH:13][C:14](=[O:21])[C:15]2[CH:20]=[CH:19][CH:18]=[CH:17][CH:16]=2)=[O:11])=[CH:4][CH:3]=1.C([O-])([O-])=O.[Na+].[Na+].[C:31]1(B(O)O)[CH:36]=[CH:35][CH:34]=[CH:33][CH:32]=1>COCCOC>[C:2]1([C:31]2[CH:36]=[CH:35][CH:34]=[CH:33][CH:32]=2)[CH:7]=[CH:6][C:5]([CH2:8][CH2:9][C:10]([N:12]([CH:22]([CH3:24])[CH3:23])[NH:13][C:14](=[O:21])[C:15]2[CH:20]=[CH:19][CH:18]=[CH:17][CH:16]=2)=[O:11])=[CH:4][CH:3]=1 |f:1.2.3|. Reported procedure: A solution of benzoic acid N′-[3-(4-bromo-phenyl)-propionyl]-N′-isopropyl-hydrazide (100 mg, 0.26 mmol) in DME (5 ml)/2M Na2CO3 (450 μL, 0.90 mmol) was treated with phenylboronic acid (47 mg, 0.39 mmol) and Pd[PPh3]4 (30 mg, 0.026 mmol) for 18 hours at 90° C. The reaction mixture was partitioned between water and ethyl acetate. The organic layer was washed with brine, dried over sodium sulfate, filtered, and concentrated. The crude was absorbed on silica and purified on a silica gel column with ...